Dataset: the Open Reaction Database (ORD), a public repository of structured organic reaction records. Task: describe an organic reaction: reactants, conditions, products, and yield The reactants are C1(=CC=CC=C1)CC(=O)N=C=S (2-Phenylethanoyl isothiocyanate), C1(=CC=CC=C1)CC(=O)Cl (2-phenylethanoyl chloride), COC=1C=C2C(=CC=NC2=CC1OC)OC1=CC=C(N)C=C1 (4-[(6,7-Dimethoxy-4-quinolyl)oxy]aniline), C1(=CC=CC=C1)C (toluene). Run in C(C)O (ethanol), C(C)O (ethanol). Reaction conditions: time 2 hour. The product is C1(=CC=CC=C1)CC(=O)N=C=S (2-Phenylethanoyl isothiocyanate), COC=1C=C2C(=CC=NC2=CC1OC)OC1=CC=C(C=C1)NC(=S)NC(CC1=CC=CC=C1)=O (N-{4-[(6,7-Dimethoxy-4-quinolyl)oxy]phenyl}-N′-(2-phenylacetyl)thiourea). The yield is 80.0%. Reaction SMILES: C1(CC(Cl)=O)C=CC=CC=1.[C:11]1([CH2:17][C:18]([N:20]=[C:21]=[S:22])=[O:19])[CH:16]=[CH:15][CH:14]=[CH:13][CH:12]=1.[CH3:23][O:24][C:25]1[CH:26]=[C:27]2[C:32](=[CH:33][C:34]=1[O:35][CH3:36])[N:31]=[CH:30][CH:29]=[C:28]2[O:37][C:38]1[CH:44]=[CH:43][C:41]([NH2:42])=[CH:40][CH:39]=1.C1(C)C=CC=CC=1>C(O)C>[C:11]1([CH2:17][C:18]([N:20]=[C:21]=[S:22])=[O:19])[CH:16]=[CH:15][CH:14]=[CH:13][CH:12]=1.[CH3:23][O:24][C:25]1[CH:26]=[C:27]2[C:32](=[CH:33][C:34]=1[O:35][CH3:36])[N:31]=[CH:30][CH:29]=[C:28]2[O:37][C:38]1[CH:39]=[CH:40][C:41]([NH:42][C:21]([NH:20][C:18](=[O:19])[CH2:17][C:11]2[CH:16]=[CH:15][CH:14]=[CH:13][CH:12]=2)=[S:22])=[CH:43][CH:44]=1. Procedure: 2-Phenylethanoyl isothiocyanate was prepared using commercially available 2-phenylethanoyl chloride (80 mg) as a starting compound according to the description of the literature. 2-Phenylethanoyl isothiocyanate was dissolved in ethanol (1 ml) to prepare a solution. 4-[(6,7-Dimethoxy-4-quinolyl)oxy]aniline (50 mg), toluene (5 ml), and ethanol (1 ml) were added to the solution, and the mixture was stirred at room temperature for 2 hr. The reaction solution was concentrated, and the residue was pur... Starting materials: CCC=CCCCCCCCCCCO, CN(C)P(=O)(N(C)C)N(C)C, Cc1ccccc1, CC(=O)O, O=C(O)c1ccc(Cl)o1, [Na+], [OH-]. Yields the product CCC=CCCCCCCCCCCOc1ccc(C(=O)O)o1. RXN SMILES: [CH2:1]([CH2:2][CH2:3][CH2:4][CH2:5][CH2:6][CH2:7][CH2:8][CH2:9][CH2:10][CH:11]=[CH:12][CH2:13][CH3:14])[OH:15].[CH3:27][N:28]([CH3:29])[P:30](=[O:31])([N:32]([CH3:33])[CH3:34])[N:35]([CH3:36])[CH3:37].[CH3:38][c:39]1[cH:40][cH:41][cH:42][cH:43][cH:44]1.[CH3:45][C:46](=[O:47])[OH:48].[Cl:18][c:19]1[cH:20][cH:21][c:22]([C:24](=[O:25])[OH:26])[o:23]1.[Na+:17].[OH-:16]>>[CH2:1]([CH2:2][CH2:3][CH2:4][CH2:5][CH2:6][CH2:7][CH2:8][CH2:9][CH2:10][CH:11]=[CH:12][CH2:13][CH3:14])[O:15][c:19]1[cH:20][cH:21][c:22]([C:24](=[O:25])[OH:26])[o:23]1. Reactants: C([O-])([O-])=O.[K+].[K+] (potassium carbonate), C(C)C1=CC=2C(=NCC=3N(C2S1)C(=NN3)CCCCCCCCCCCCCCCCC)C3=CC=C(C=C3)C (2-ethyl-9-heptadecyl-4-(4-methylphenyl)-6H-thieno[3,2-f][1,2,4]triazolo[4,3-a][1,4]diazepine), N(=O)[O-].[Na+] (sodium nitrite), O (water), S(O)(O)(=O)=O (sulfuric acid), O (water). The solvent is O1CCOCC1 (dioxane). Reaction conditions: temperature 80 celsius, time 2 hour. The product is C(C)C1=CC(=C(S1)N1C(=NN=C1CCCCCCCCCCCCCCCCC)CO)C(C1=CC=C(C=C1)C)=O (5-ethyl-3-(4-methylbenzoyl)-2-(5-heptadecyl-3-hydroxymethyl-1,2,4-triazol-4-yl)thiophene). As a reaction SMILES: [CH2:1]([C:3]1[S:12][C:11]2[N:10]3[C:13]([CH2:16][CH2:17][CH2:18][CH2:19][CH2:20][CH2:21][CH2:22][CH2:23][CH2:24][CH2:25][CH2:26][CH2:27][CH2:28][CH2:29][CH2:30][CH2:31][CH3:32])=[N:14][N:15]=[C:9]3[CH2:8]N=[C:6]([C:33]3[CH:38]=[CH:37][C:36]([CH3:39])=[CH:35][CH:34]=3)[C:5]=2[CH:4]=1)[CH3:2].S(=O)(=O)(O)[OH:41].N([O-])=O.[Na+].C(=O)([O-])[O-].[K+].[K+].[OH2:55]>O1CCOCC1>[CH2:1]([C:3]1[S:12][C:11]([N:10]2[C:13]([CH2:16][CH2:17][CH2:18][CH2:19][CH2:20][CH2:21][CH2:22][CH2:23][CH2:24][CH2:25][CH2:26][CH2:27][CH2:28][CH2:29][CH2:30][CH2:31][CH3:32])=[N:14][N:15]=[C:9]2[CH2:8][OH:55])=[C:5]([C:6](=[O:41])[C:33]2[CH:38]=[CH:37][C:36]([CH3:39])=[CH:35][CH:34]=2)[CH:4]=1)[CH3:2] |f:2.3,4.5.6|. Procedure details: 2-Ethyl-9-heptadecyl-4-(4-methylphenyl)-6H-thieno[3,2-f][1,2,4]triazolo[4,3-a][1,4]diazepine (6 g) obtained in Example 18 was dissolved in dioxane (60 ml). Thereto were added water (60 ml) and sulfuric acid (2.9 ml) and the mixture was stirred at 80° C. for 2 hours. A solution of sodium nitrite (7.6 g) in water (25 ml) was gradually added dropwise and the mixture was stirred at 80° C. for 3 hours. After cooling, potassium carbonate was added thereto to make the reaction mixture alkaline. The mix... The reactants are C(C)OC([C@H](CO)NC(=O)C1=CC2=C(N(C(=N2)NC=2SC3=C(N2)C=CC(=C3)OC(F)(F)F)C)C=C1)=O ((S)-3-hydroxy-2-{[1-methyl-2-(6-trifluoromethoxy-benzothiazol-2-ylamino)-1H-benzoimidazole-5-carbonyl]-amino}-propionic acid ethyl ester), [OH-].[Li+] (lithium hydroxide). The product is OC[C@@H](C(=O)O)NC(=O)C1=CC2=C(N(C(=N2)NC=2SC3=C(N2)C=CC(=C3)OC(F)(F)F)C)C=C1 ((S)-3-Hydroxy-2-{[1-methyl-2-(6-trifluoromethoxy-benzothiazol-2-ylamino)-1H-benzoimidazole-5-carbonyl]-amino}-propionic acid). Isolated yield 80.3%. As a reaction SMILES: C([O:3][C:4](=[O:36])[C@@H:5]([NH:8][C:9]([C:11]1[CH:35]=[CH:34][C:14]2[N:15]([CH3:33])[C:16]([NH:18][C:19]3[S:20][C:21]4[CH:27]=[C:26]([O:28][C:29]([F:32])([F:31])[F:30])[CH:25]=[CH:24][C:22]=4[N:23]=3)=[N:17][C:13]=2[CH:12]=1)=[O:10])[CH2:6][OH:7])C.[OH-].[Li+]>>[OH:7][CH2:6][C@H:5]([NH:8][C:9]([C:11]1[CH:35]=[CH:34][C:14]2[N:15]([CH3:33])[C:16]([NH:18][C:19]3[S:20][C:21]4[CH:27]=[C:26]([O:28][C:29]([F:30])([F:31])[F:32])[CH:25]=[CH:24][C:22]=4[N:23]=3)=[N:17][C:13]=2[CH:12]=1)=[O:10])[C:4]([OH:36])=[O:3] |f:1.2|. Procedure details: (S)-3-Hydroxy-2-{[1-methyl-2-(6-trifluoromethoxy-benzothiazol-2-ylamino)-1H-benzoimidazole-5-carbonyl]-amino}-propionic acid (152 mg) was prepared by following General Procedure E starting from (S)-3-hydroxy-2-{[1-methyl-2-(6-trifluoromethoxy-benzothiazol-2-ylamino)-1H-benzoimidazole-5-carbonyl]-amino}-propionic acid ethyl ester (200 mg) and lithium hydroxide (64 mg). The reactants are CC(=O)OCC(=O)NC1c2ccccc2CC1NC(=O)c1cc2cc(Cl)sc2[nH]1, C1CCOC1, CO, [K+], [K+], O=C([O-])[O-], O. Yields the product O=C(CO)NC1c2ccccc2CC1NC(=O)c1cc2cc(Cl)sc2[nH]1. Reaction SMILES: [C:1](=[O:2])([CH3:3])[O:4][CH2:5][C:6](=[O:7])[NH:8][CH:9]1[CH:10]([NH:18][C:19](=[O:20])[c:21]2[cH:22][c:23]3[c:24]([nH:25]2)[s:26][c:27]([Cl:29])[cH:28]3)[CH2:11][c:12]2[cH:13][cH:14][cH:15][cH:16][c:17]21.[CH2:39]1[O:40][CH2:41][CH2:42][CH2:43]1.[CH3:30][OH:31].[K+:32].[K+:33].[O-:34][C:35]([O-:36])=[O:37].[OH2:38]>>[OH:4][CH2:5][C:6](=[O:7])[NH:8][CH:9]1[CH:10]([NH:18][C:19](=[O:20])[c:21]2[cH:22][c:23]3[c:24]([nH:25]2)[s:26][c:27]([Cl:29])[cH:28]3)[CH2:11][c:12]2[cH:13][cH:14][cH:15][cH:16][c:17]21.